Dataset: the Open Reaction Database (ORD), a public repository of structured organic reaction records. Task: describe an organic reaction: reactants, conditions, products, and yield Reactants: cyclooctyl, C1(CCCC1)CCC(=O)N1C(OCC1CC1=CC=CC=C1)=O (3-[3-cyclopentyl-1-oxopropyl]-4-(phenylmethyl)-2-oxazolidinone), C(C)(C)C1=C(C(=CC(=C1)C(C)C)C(C)C)S(=O)(=O)N=[N+]=[N-] (2,4,6-triisopropylbenzenesulfonyl azide). Yields the product C1(=CC=CC=C1)CC1NC(OC1)=O (4-(phenylmethyl)-2-oxazolidinone). RXN SMILES: C1(CCC([N:10]2[CH:14]([CH2:15][C:16]3[CH:21]=[CH:20][CH:19]=[CH:18][CH:17]=3)[CH2:13][O:12][C:11]2=[O:22])=O)CCCC1.C(C1C=C(C(C)C)C=C(C(C)C)C=1S(N=[N+]=[N-])(=O)=O)(C)C>>[C:16]1([CH2:15][CH:14]2[CH2:13][O:12][C:11](=[O:22])[NH:10]2)[CH:17]=[CH:18][CH:19]=[CH:20][CH:21]=1. Procedure details: Following the procedure described in Example 46 for the preparation of the corresponding cyclooctyl derivative, 2.1 g of S)-3-[3-cyclopentyl-1-oxopropyl]-4-(phenylmethyl)-2-oxazolidinone and 2.5 g of 2,4,6-triisopropylbenzenesulfonyl azide yielded 1.23 g of [4S-3-(2S)]-3-[2-azido-3-cyclopentyl)-1-oxopropyl]-4-(phenylmethyl)-2-oxazolidinone.